Dataset: the Open Reaction Database (ORD), a public repository of structured organic reaction records. Task: describe an organic reaction: reactants, conditions, products, and yield The reactants are OC=1C=C2C=CC=NC2=CC1 (6-hydroxyquinoline), COC=1C=C2CCCN(C2=CC1CCN1CCC(CC1)N1C=CC2=CC=C(C=C12)C(=O)N)C (1-{1-[2-(6-Methoxy-1-methyl-1,2,3,4-tetrahydroquinolin-7-yl)ethyl]piperidin-4-yl}-1H-indole-6-carboxamide), C(C)(=O)N1CCCC2=CC(=C(C=C12)CCN1CCC(CC1)N1C=CC2=CC=C(C=C12)C(=O)N)OC (1-{1-[2-(1-Acetyl-6-methoxy-1,2,3,4-tetrahydroquinolin-7-yl)ethyl]piperidin-4-yl}-1H-indole-6-carboxamide). Product: C(C=C)C1=C2C=CC=NC2=CC=C1OC (5-Allyl-6-methoxyquinoline). As a reaction SMILES: O[C:2]1[CH:3]=C2C(=C[CH:11]=1)N=CC=C2.[CH3:12][O:13][C:14]1[CH:15]=[C:16]2[C:21](=[CH:22][C:23]=1CCN1CCC(N3C4C(=CC=C(C(N)=O)C=4)C=C3)CC1)[N:20](C)[CH2:19][CH2:18][CH2:17]2.C(N1C2C(=CC(OC)=C(CCN3CCC(N4C5C(=CC=C(C(N)=O)C=5)C=C4)CC3)C=2)CCC1)(=O)C>>[CH2:3]([C:15]1[C:14]([O:13][CH3:12])=[CH:23][CH:22]=[C:21]2[C:16]=1[CH:17]=[CH:18][CH:19]=[N:20]2)[CH:2]=[CH2:11]. Procedure: The subject compound was synthesized from 6-hydroxyquinoline according to the methods described in Example 22, (1), (2), and (3).